This data is from the Open Reaction Database (ORD), a public repository of structured organic reaction records. The task is: describe an organic reaction: reactants, conditions, products, and yield The reactants are [OH-].[Cu+2].[OH-] (copper hydroxide), aqueous solution, C(=O)O (formic acid). Conditions: time 1 hour. The product is O.O.O.O.C(=O)[O-].[Cu+2].C(=O)[O-] (copper formate tetrahydrate). As a reaction SMILES: [OH-:1].[Cu+2:2].[OH-].[CH:4]([OH:6])=[O:5]>>[OH2:5].[OH2:1].[OH2:5].[OH2:5].[CH:4]([O-:6])=[O:5].[Cu+2:2].[CH:4]([O-:6])=[O:5] |f:0.1.2,4.5.6.7.8.9.10|. Reported procedure: To 1.62 kg of copper hydroxide powder was added 4.8 kg of a 80% aqueous solution of formic acid, and this mixture was stirred for 1 hour. Upon filtration of the resulting mixture, copper formate tetrahydrate was obtained, which was then dehydrated at 100° C. under vacuum to obtain anhydrous copper formate. Run in O1CCOCC1 (dioxane), O1CCOCC1 (dioxane). Reaction conditions: time 15 minute. The reactants are O1CCC2=C1C=CC(=C2)C(C)=O (1-(2,3-dihydro-benzofuran-5-yl)-ethanone), BrBr (bromine). Isolated yield 38.0%. Procedure: To a stirred solution of 1-(2,3-dihydro-benzofuran-5-yl)-ethanone (2.5 g, 15.4 mmol) (Lancaster) in dioxane (2 mL) was added dropwise a solution of bromine (2.96 g, 18.5 mmol) in dioxane (60 mL). After stirring 15 minute the mixture was concentrated in vacuo and the residue was purified by chromatography on silica gel (2:1 hexane-dichloromethane) to provide 1.41 g (38%) of 2-bromo-1-(2,3-dihydro-benzofuran-5-yl)-ethanone. As a reaction SMILES: [O:1]1[C:5]2[CH:6]=[CH:7][C:8]([C:10](=[O:12])[CH3:11])=[CH:9][C:4]=2[CH2:3][CH2:2]1.[Br:13]Br>O1CCOCC1>[Br:13][CH2:11][C:10]([C:8]1[CH:7]=[CH:6][C:5]2[O:1][CH2:2][CH2:3][C:4]=2[CH:9]=1)=[O:12]. Product: BrCC(=O)C=1C=CC2=C(CCO2)C1 (2-bromo-1-(2,3-dihydro-benzofuran-5-yl)-ethanone). Reactants: N(N)C=1N=NC2=C(N1)C=CC(=C2)OC (3-hydrazino-7-methoxy-1,2,4-benzotriazine), C(C)OC(C)(OCC)OCC (1,1,1-triethoxyethane). The solvent is C(C)O (ethanol). Run at temperature 145 celsius. Product: COC1=CC2=C(N3C(N=N2)=NN=C3C)C=C1 (7-methoxy-1-methyl[1,2,4]triazolo[3,4-c][1,2,4]benzotriazine). Isolated yield 88.7%. Reaction SMILES: [NH:1]([C:3]1[N:4]=[N:5][C:6]2[CH:12]=[C:11]([O:13][CH3:14])[CH:10]=[CH:9][C:7]=2[N:8]=1)[NH2:2].[CH2:15](OC(OCC)(OCC)C)[CH3:16]>C(O)C>[CH3:14][O:13][C:11]1[CH:10]=[CH:9][C:7]2[N:8]3[C:15]([CH3:16])=[N:2][N:1]=[C:3]3[N:4]=[N:5][C:6]=2[CH:12]=1. Reported procedure: A mixture of 3-hydrazino-7-methoxy-1,2,4-benzotriazine (0.5 g, 2.62 mmol) and 1,1,1-triethoxyethane (4.24 g, 26.15 mmol) was heated at 145° C. for 3 h, and the ethanol formed during the reaction was distilled off continuously. After cooling in a refrigerator for 12 h, the solid filtered off and washed with ether to give 7-methoxy-1-methyl[1,2,4]triazolo[3,4-c][1,2,4]benzotriazine (Compound Number 1, 0.5 g, 88% yield), 1H-NMR (300 MHz; CDCl3): 8.14 ppm (d, 1H, H-9); 8.14 ppm (d, 1H, H-9); 7.62 pp...